This data is from the Open Reaction Database (ORD), a public repository of structured organic reaction records. The task is: describe an organic reaction: reactants, conditions, products, and yield The reactants are O1COC2=C1C=CC(=C2)C=CC2=NNC1=CC(=CC=C21)N(C2=CC(=CC=C2)N)C (N-[3-(2-Benzo[1,3]dioxol-5-yl-vinyl)-1H-Indazol-6-yl]-N-methyl-benzene-1,3-diamine), C(C1=CC=CC=C1)(=O)N (benzamide). Product: O1COC2=C1C=CC(=C2)C=CC2=NNC1=CC(=CC=C21)N(C=2C=C(C=CC2)NC(C2=CC=CC=C2)=O)C (N-(3-{[3-(2-Benzo[1,3]dioxol-5-yl-vinyl)-1H-indazol-6-yl]-methyl-amino}-phenyl)-benzamide). As a reaction SMILES: [O:1]1[C:5]2[CH:6]=[CH:7][C:8]([CH:10]=[CH:11][C:12]3[C:20]4[C:15](=[CH:16][C:17]([N:21]([CH3:29])[C:22]5[CH:27]=[CH:26][CH:25]=[C:24]([NH2:28])[CH:23]=5)=[CH:18][CH:19]=4)[NH:14][N:13]=3)=[CH:9][C:4]=2[O:3][CH2:2]1.[C:30](N)(=[O:37])[C:31]1[CH:36]=[CH:35][CH:34]=[CH:33][CH:32]=1>>[O:1]1[C:5]2[CH:6]=[CH:7][C:8]([CH:10]=[CH:11][C:12]3[C:20]4[C:15](=[CH:16][C:17]([N:21]([CH3:29])[C:22]5[CH:23]=[C:24]([NH:28][C:30](=[O:37])[C:31]6[CH:36]=[CH:35][CH:34]=[CH:33][CH:32]=6)[CH:25]=[CH:26][CH:27]=5)=[CH:18][CH:19]=4)[NH:14][N:13]=3)=[CH:9][C:4]=2[O:3][CH2:2]1. Reported procedure: N-[3-(2-Benzo[1,3]dioxol-5-yl-vinyl)-1H-indazol-6-yl]-N-methyl-benzene-1,3-diamine (prepared as described in Example 15) was converted to N-(3-{[32-benzo[1,3]dioxol-5-yl-vinyl)1H-indazol-6-yl]-methyl-amino}-phenyl)-benzamide in the manner described in Example 12(a). LCMS (ESI) [M+H]/z Calc'd 489, Found 489. Anal. Calc'd: C, 73.76; H, 4.95; N, 11.47. Found: C, 73.19; H, 5.09; N, 11.20. Yield: 64.9%. As a reaction SMILES: Br[C:2]1[CH:7]=[CH:6][C:5]([N+:8]([O-:10])=[O:9])=[C:4]([O:11][CH:12]([CH3:14])[CH3:13])[CH:3]=1.CC1(C)C(C)(C)OB([C:23]2[CH2:24][CH2:25][N:26]([C:29]([O:31][C:32]([CH3:35])([CH3:34])[CH3:33])=[O:30])[CH2:27][CH:28]=2)O1.C(=O)([O-])[O-].[Na+].[Na+]>O1CCOCC1.O.C(OCC)(=O)C.Cl[Pd](Cl)([P](C1C=CC=CC=1)(C1C=CC=CC=1)C1C=CC=CC=1)[P](C1C=CC=CC=1)(C1C=CC=CC=1)C1C=CC=CC=1>[N+:8]([C:5]1[CH:6]=[CH:7][C:2]([C:23]2[CH2:28][CH2:27][N:26]([C:29]([O:31][C:32]([CH3:35])([CH3:34])[CH3:33])=[O:30])[CH2:25][CH:24]=2)=[CH:3][C:4]=1[O:11][CH:12]([CH3:14])[CH3:13])([O-:10])=[O:9] |f:2.3.4,^1:58,77|. Procedure details: A mixture of 3.26 g of 4-bromo-1-nitro-2-(propan-2-yloxy)benzene, 4.65 g of 2-methylpropan-2-yl 4-(4,4,5,5-tetramethyl-1,3,2-dioxaborolan-2-yl)-3,6-dihydropyridine-1(2H)-carboxylate, 12.5 ml of a 3M solution of sodium carbonate and 350 mg of bis(triphenylphosphine)dichloropalladium(II) in 41 ml of dioxane is refluxed for 1 h 30. The mixture is diluted with 150 ml of water and 200 ml of ethyl acetate. The aqueous phase is extracted three times with 200 ml of ethyl acetate. The combined organic ph... Reagents/catalysts: Cl[Pd]([P](C1=CC=CC=C1)(C2=CC=CC=C2)C3=CC=CC=C3)([P](C4=CC=CC=C4)(C5=CC=CC=C5)C6=CC=CC=C6)Cl (bis(triphenylphosphine)dichloropalladium(II)). Product: [N+](=O)([O-])C1=C(C=C(C=C1)C=1CCN(CC1)C(=O)OC(C)(C)C)OC(C)C (2-methylpropan-2-yl 4-[4-nitro-3-(propan-2-yloxy)phenyl]-3,6-dihydropyridine-1(2H)-carboxylate). The reactants are BrC1=CC(=C(C=C1)[N+](=O)[O-])OC(C)C (4-bromo-1-nitro-2-(propan-2-yloxy)benzene), CC1(OB(OC1(C)C)C=1CCN(CC1)C(=O)OC(C)(C)C)C (2-methylpropan-2-yl 4-(4,4,5,5-tetramethyl-1,3,2-dioxaborolan-2-yl)-3,6-dihydropyridine-1(2H)-carboxylate), solution, C([O-])([O-])=O.[Na+].[Na+] (sodium carbonate). Run in O (water), C(C)(=O)OCC (ethyl acetate), O1CCOCC1 (dioxane). The reactants are Br[Mg]c1ccccc1, C1CCOC1, CCCC(NC(=O)OC(C)(C)C)C(=O)N(C)OC, CCOC(C)=O, [Cl-], [NH4+]. Product: CCCC(NC(=O)OC(C)(C)C)C(=O)c1ccccc1. As a reaction SMILES: [Br:19][Mg:20][c:21]1[cH:22][cH:23][cH:24][cH:25][cH:26]1.[CH2:35]1[O:36][CH2:37][CH2:38][CH2:39]1.[CH3:1][O:2][N:3]([C:4]([CH:5]([CH2:6][CH2:7][CH3:8])[NH:9][C:10]([O:11][C:12]([CH3:13])([CH3:14])[CH3:15])=[O:16])=[O:17])[CH3:18].[CH3:29][CH2:30][O:31][C:32](=[O:33])[CH3:34].[Cl-:27].[NH4+:28]>>[C:4]([CH:5]([CH2:6][CH2:7][CH3:8])[NH:9][C:10]([O:11][C:12]([CH3:13])([CH3:14])[CH3:15])=[O:16])(=[O:17])[c:21]1[cH:22][cH:23][cH:24][cH:25][cH:26]1. The reactants are [N+](=O)([O-])C1=CC=C(C=C1)S(=O)(=O)Cl (p-nitrobenzenesulfonyl chloride), NC=1C=C2C(=CC(=CC2=CC1)S(=O)(=O)O)O (6-amino-4-hydroxy-2-naphthalenesulfonic acid), O.O.O.C(C)(=O)[O-].[Na+] (sodium acetate trihydrate), [OH-].[Na+] (sodium hydroxide). Solvent: O (water). Conditions: time 16 hour. Product: [Na+].OC1=CC(=CC2=CC=C(C=C12)NS(=O)(=O)C1=CC=C(C=C1)[N+](=O)[O-])S(=O)(=O)[O-] (4-hydroxy-6-p-nitrobenzenesulfonamido-2-naphthalenesulfonic acid sodium salt). As a reaction SMILES: [NH2:1][C:2]1[CH:3]=[C:4]2[C:9](=[CH:10][CH:11]=1)[CH:8]=[C:7]([S:12]([OH:15])(=[O:14])=[O:13])[CH:6]=[C:5]2[OH:16].[OH-].[Na+:18].O.O.O.C([O-])(=O)C.[Na+].[N+:27]([C:30]1[CH:35]=[CH:34][C:33]([S:36](Cl)(=[O:38])=[O:37])=[CH:32][CH:31]=1)([O-:29])=[O:28]>O>[Na+:18].[OH:16][C:5]1[C:4]2[C:9](=[CH:10][CH:11]=[C:2]([NH:1][S:36]([C:33]3[CH:32]=[CH:31][C:30]([N+:27]([O-:29])=[O:28])=[CH:35][CH:34]=3)(=[O:37])=[O:38])[CH:3]=2)[CH:8]=[C:7]([S:12]([O-:15])(=[O:13])=[O:14])[CH:6]=1 |f:1.2,3.4.5.6.7,10.11|. Procedure details: A suspension of 11.95 g of 6-amino-4-hydroxy-2-naphthalenesulfonic acid in 200 ml of water was adjusted to pH 8.0 with aqueous 5N sodium hydroxide, then 12.17 g of sodium acetate trihydrate was added to the stirred mixture followed by 15.06 g of p-nitrobenzenesulfonyl chloride. The mixture was stirred vigorously under nitrogen at room temperature for 16 hours producing a yellow solid. The mixture was filtered and the solid was washed with water, ethanol and then ether and dried in vacuo and gave... The reactants are O\N=C(/C(=O)OCC)\C(C)=O (Ethyl (Z)-2-hydroxyimino-3-oxobutyrate), BrC1(CCCCC1)C (1-bromo-1-methylcyclohexane). Reagents/catalysts: FC(S(=O)(=O)[O-])(F)F.[Ag+] (silver trifluoromethanesulphonate). Solvent: O1CCOCC1 (dioxane). Product: CC1(CCCCC1)O\N=C(/C(=O)OCC)\C(C)=O (Ethyl (Z)-2-(1-methylcyclohex-1-yl)oxyimino-3-oxobutyrate). Isolated yield 68.3%. As a reaction SMILES: [OH:1]/[N:2]=[C:3](/[C:9](=[O:11])[CH3:10])\[C:4]([O:6][CH2:7][CH3:8])=[O:5].Br[C:13]1([CH3:19])[CH2:18][CH2:17][CH2:16][CH2:15][CH2:14]1>O1CCOCC1.FC(F)(F)S([O-])(=O)=O.[Ag+]>[CH3:19][C:13]1([O:1]/[N:2]=[C:3](/[C:9](=[O:11])[CH3:10])\[C:4]([O:6][CH2:7][CH3:8])=[O:5])[CH2:18][CH2:17][CH2:16][CH2:15][CH2:14]1 |f:3.4|. Procedure: Ethyl (Z)-2-hydroxyimino-3-oxobutyrate (3.18 g, 20 mmol) and 1-bromo-1-methylcyclohexane (3.54 g, 20 mmol) in dry dioxane (15 ml) were stirred together in the dark and silver trifluoromethanesulphonate (5.13 g, 20 mmol) was added portionwise over 4 h. After a total of 100 h the mixture was filtered through Kieselguhr and the residue was washed well with dioxane. The filtrate was evaporated in vacuo, toluene was added and evaporated in vacuo and the residual oil was dissolved in ethyl acetate and... Reactants: CC(C)(C)OC(=O)Nc1cc(N2CCC3(CC2)OCCO3)c(-c2ccccc2F)cc1N, CC(C)(C)OC(=O)CC(=O)c1cccc(C#N)c1. The product is CC(C)(C)OC(=O)Nc1cc(N2CCC3(CC2)OCCO3)c(-c2ccccc2F)cc1NC(=O)CC(=O)c1cccc(C#N)c1. RXN SMILES: [C:1]([CH3:2])([CH3:3])([CH3:4])[O:5][C:6]([NH:7][c:8]1[cH:9][c:10]([N:22]2[CH2:23][CH2:24][C:25]3([O:26][CH2:27][CH2:28][O:29]3)[CH2:30][CH2:31]2)[c:11](-[c:15]2[c:16]([F:21])[cH:17][cH:18][cH:19][cH:20]2)[cH:12][c:13]1[NH2:14])=[O:32].[C:33]([CH3:35])([CH3:36])([O:37][C:38](=[O:34])[CH2:39][C:40](=[O:41])[c:42]1[cH:43][c:44]([C:48]#[N:49])[cH:45][cH:46][cH:47]1)[CH3:50]>>[C:1]([CH3:2])([CH3:3])([CH3:4])[O:5][C:6]([NH:7][c:8]1[cH:9][c:10]([N:22]2[CH2:23][CH2:24][C:25]3([O:26][CH2:27][CH2:28][O:29]3)[CH2:30][CH2:31]2)[c:11](-[c:15]2[c:16]([F:21])[cH:17][cH:18][cH:19][cH:20]2)[cH:12][c:13]1[NH:14][C:38](=[O:37])[CH2:39][C:40](=[O:41])[c:42]1[cH:43][c:44]([C:48]#[N:49])[cH:45][cH:46][cH:47]1)=[O:32]. Starting materials: CN(C=1C=C2C(=C3C(=CC2=CC1)CCC3=O)C3=CC=C(CN1C(C=CC1=O)=O)C=C3)C (1-(4-(6-(dimethylamino)-3-oxo-2,3-dihydro-1H-cyclopenta[b]naphthalen-4-yl)benzyl)-1H-pyrrole-2,5-dione), C(C)OC([C@@H](NC(=O)OC(C)(C)C)CS)=O (N-Boc-L-cysteine ethyl ester). The solvent is C(Cl)Cl.CO (CH2Cl2 MeOH). Run at time 10 minute. The product is C(C)(C)(C)OC(=O)NC(C(=O)OCC)CSC1C(N(C(C1)=O)CC1=CC=C(C=C1)C1=C2C(=CC3=CC=C(C=C13)N(C)C)CCC2=O)=O (ethyl 2-((tert-butoxycarbonyl)amino)-3-((1-(4-(6-(dimethylamino)-3-oxo-2,3-dihydro-1H-cyclopenta[b]naphthalen-4-yl)benzyl)-2,5-dioxopyrrolidin-3-yl)thio)propanoate). Isolated yield 60.6%. Reaction SMILES: [CH3:1][N:2]([CH3:31])[C:3]1[CH:4]=[C:5]2[C:10](=[CH:11][CH:12]=1)[CH:9]=[C:8]1[CH2:13][CH2:14][C:15](=[O:16])[C:7]1=[C:6]2[C:17]1[CH:30]=[CH:29][C:20]([CH2:21][N:22]2[C:26](=[O:27])[CH:25]=[CH:24][C:23]2=[O:28])=[CH:19][CH:18]=1.[CH2:32]([O:34][C:35](=[O:47])[C@H:36]([CH2:45][SH:46])[NH:37][C:38]([O:40][C:41]([CH3:44])([CH3:43])[CH3:42])=[O:39])[CH3:33]>C(Cl)Cl.CO>[C:41]([O:40][C:38]([NH:37][CH:36]([CH2:45][S:46][CH:25]1[CH2:24][C:23](=[O:28])[N:22]([CH2:21][C:20]2[CH:29]=[CH:30][C:17]([C:6]3[C:5]4[C:10](=[CH:11][CH:12]=[C:3]([N:2]([CH3:31])[CH3:1])[CH:4]=4)[CH:9]=[C:8]4[CH2:13][CH2:14][C:15](=[O:16])[C:7]=34)=[CH:18][CH:19]=2)[C:26]1=[O:27])[C:35]([O:34][CH2:32][CH3:33])=[O:47])=[O:39])([CH3:43])([CH3:44])[CH3:42] |f:2.3|. Reported procedure: An oven-dried 25 mL one-necked round-bottomed flask equipped with a septum and a stir bar was charged with compound 17 (0.006 g, 0.015 mmol) in CH2Cl2/MeOH 1:1 (5 mL). N-Boc-L-cysteine ethyl ester (0.0036 g, 0.015 mmol) was added in one portion and the mixture mas stirred at rt for 10 min. The consumption of the starting material was monitored by TLC (AcOEt/n-hexane 1:1). The solution was then concentrated under reduced pressure and the reaction residue was purified by silica gel flash column ch... Starting materials: FC=1C=C(C=CC1)CC(=O)C1=CC=C(C=C1)SC (2-(3-fluorophenyl)-1-{4-(methylthio)phenyl}-ethan-1-one), [H-].[Na+] (sodium hydride), BrC(C(=O)C#N)(C)C (α-bromo-isobutyryl cyanide). Run in C1CCOC1 (THF), C1CCOC1 (THF). Run at time 1 hour. Yields the product CC1(OC(=C(C1=O)C1=CC(=CC=C1)F)C1=CC=C(C=C1)SC)C (2,2-dimethyl-4-(3-fluorophenyl)-5-{4-(methylthio)phenyl}-3(2H)-furanone). Isolated yield 80.9%. Reaction SMILES: [F:1][C:2]1[CH:3]=[C:4]([CH2:8][C:9]([C:11]2[CH:16]=[CH:15][C:14]([S:17][CH3:18])=[CH:13][CH:12]=2)=[O:10])[CH:5]=[CH:6][CH:7]=1.[H-].[Na+].Br[C:22]([CH3:28])([CH3:27])[C:23](C#N)=[O:24]>C1COCC1>[CH3:27][C:22]1([CH3:28])[C:23](=[O:24])[C:8]([C:4]2[CH:5]=[CH:6][CH:7]=[C:2]([F:1])[CH:3]=2)=[C:9]([C:11]2[CH:16]=[CH:15][C:14]([S:17][CH3:18])=[CH:13][CH:12]=2)[O:10]1 |f:1.2|. Procedure: To a stirred solution of 2-(3-fluorophenyl)-1-{4-(methylthio)phenyl}-ethan-1-one (100 g) in 1 L dry THF, was added portion-wise 26 g of 95 % sodium hydride at 0° C. The reaction solution was stirred at the same temperature for 1 hour. Then 69 g of α-bromo-isobutyryl cyanide diluted in 25 ml dry THF was added dropwise to the stirred solution at 0° C. The reaction mixture was stirred overnight while allowing to warm gradually to room temperature. The solution was concentrated in vacuo, to which wa... Starting materials: C(C1=CC=CC=C1)=CC(C)=O (Benzalacetone), C(C1=CC=CC=C1)=CC(=O)C1=CC=CC=C1 (benzalacetophenone). Product: C(C1=CC=CC=C1)(=O)C=C (Benzoylethylene). Reaction SMILES: C(=CC(=O)C)C1C=CC=CC=1.[CH:12](=[CH:19][C:20]([C:22]1[CH:27]=[CH:26][CH:25]=[CH:24][CH:23]=1)=[O:21])C1C=CC=CC=1>>[C:20]([CH:19]=[CH2:12])(=[O:21])[C:22]1[CH:27]=[CH:26][CH:25]=[CH:24][CH:23]=1. Procedure: Benzalacetone and benzalacetophenone